This data is from the Open Reaction Database (ORD), a public repository of structured organic reaction records. The task is: describe an organic reaction: reactants, conditions, products, and yield Starting materials: C(C)(C)(C)[SiH2]OC(C=1C(=NC=CC1)C#N)(C)C (3-(tert-Butyl-dimethyl-silanyloxymethyl)-pyridine-2-carbonitrile), C(C)(C)(C)[SiH2]OC(C=1C=CC(=NC1)C#N)(C)C (5-(tert-Butyl-dimethyl-silanyloxymethyl)-pyridine-2-carbonitrile), CN(C(=O)Cl)C (dimethylcarbamyl chloride), C[Si](C)(C)C#N (trimethylsilylcyanide), CN(C(=O)Cl)C (dimethylcarbamyl chloride), C[Si](C)(C)C#N (trimethylsilylcyanide), C(C)(C)(C)[SiH2]OC(C=1CN(C=CC1)O)(C)C (3-(tert-Butyl-dimethyl-silanyloxymethyl)-pyridin-1-ol), C(Cl)Cl (CH2Cl2), C(=O)(O)[O-].[Na+] (NaHCO3). Reaction conditions: time 5 minute. The product is ClC=1C=CC(N(C1)C1=NC=C(C=C1)CC1=CN=CN1CC=1C=CC(=NC1)C#N)=O (5-[5-(5-Chloro-2-oxo-2H-[1,2']bipyridinyl-5'-ylmethyl)-imidazol-1-ylmethyl]-pyridine-2-carbonitrile). RXN SMILES: C([SiH2]O[C:7]([CH3:16])(C)[C:8]1[CH2:9][N:10](O)[CH:11]=[CH:12][CH:13]=1)(C)(C)C.C[Si]([C:21]#[N:22])(C)C.C[N:24]([CH3:28])[C:25](Cl)=O.[C:29]([O-:32])(O)=O.[Na+].C([SiH2]OC(C)(C)[C:41]1[C:42]([C:47]#[N:48])=[N:43][CH:44]=[CH:45][CH:46]=1)(C)(C)C.C([SiH2]O[C:57]([CH3:67])(C)[C:58]1C=CC(C#N)=[N:62][CH:63]=1)(C)(C)C.C(Cl)[Cl:69]>>[Cl:69][C:58]1[CH:57]=[CH:67][C:29](=[O:32])[N:62]([C:11]2[CH:12]=[CH:13][C:8]([CH2:7][C:16]3[N:24]([CH2:28][C:45]4[CH:46]=[CH:41][C:42]([C:47]#[N:48])=[N:43][CH:44]=4)[CH:25]=[N:22][CH:21]=3)=[CH:9][N:10]=2)[CH:63]=1 |f:3.4|. Procedure details: 3-(tert-Butyl-dimethyl-silanyloxymethyl)-pyridin-1-ol from step 1 (2.4 g, 9.9 mmol) was dissolved in CH2Cl2 (100 mL) and treated with trimethylsilylcyanide (1.3 ml, 9.9 mmol). The reaction mixture was stirred for 5 min. at room temperature. The mixture was then treated with dimethylcarbamyl chloride (910 μl, 9.9 mmol) and stirred at room temperature for 15 hours. HPLC analysis showed that the reaction had not gone to completion. More trimethylsilylcyanide (264 μl, 1.98 mmol) and dimethylcarbamyl... The solvent is CCOC(=O)C (EtOAc), C(C)O (ethanol). The reagents and catalysts are [Pt](=O)=O (platinum (IV) oxide). As a reaction SMILES: [S:1]([O:5][C:6]1[CH:23]=[CH:22][C:21]2[C@@H:20]3[C@H:11]([C@H:12]4[C@@:16]([CH2:18][CH2:19]3)([CH3:17])[C:15]([C:24](=[O:33])[NH:25][CH2:26][CH2:27][CH2:28][CH2:29][CH2:30][CH2:31][CH3:32])=[CH:14][CH2:13]4)[CH2:10][CH2:9][C:8]=2[CH:7]=1)(=[O:4])(=[O:3])[NH2:2]>CCOC(C)=O.C(O)C.[Pt](=O)=O>[S:1]([O:5][C:6]1[CH:23]=[CH:22][C:21]2[C@@H:20]3[C@H:11]([C@H:12]4[C@@:16]([CH2:18][CH2:19]3)([CH3:17])[C@@H:15]([C:24](=[O:33])[NH:25][CH2:26][CH2:27][CH2:28][CH2:29][CH2:30][CH2:31][CH3:32])[CH2:14][CH2:13]4)[CH2:10][CH2:9][C:8]=2[CH:7]=1)(=[O:4])(=[O:3])[NH2:2]. The reactants are S(N)(=O)(=O)OC1=CC=2CC[C@H]3[C@@H]4CC=C([C@@]4(C)CC[C@@H]3C2C=C1)C(NCCCCCCC)=O (3-Sulfamoyloxy-17-(N-heptylcarbamoyl)-estra-1,3,5(10),16-tetraene). Yields the product S(N)(=O)(=O)OC1=CC=2CC[C@H]3[C@@H]4CC[C@@H]([C@@]4(C)CC[C@@H]3C2C=C1)C(NCCCCCCC)=O (3-Sulfamoyloxy-17β-(N-heptylcarbamoyl)estra-1,3,5(10)-triene). The yield is 95.3%. Reported procedure: A solution comprising about 210 mg of compound 5a (m=6) in about 6 ml of EtOAc and about 2 ml of ethanol (EtOH, 2 ml) was stirred over about 40 mg of platinum (IV) oxide (PtO2) under an atmosphere of hydrogen for 2.5 h. The catalyst was removed by filtration and the filtrate concentrated. The residue was purified by silica gel chromatography (Petroleum ether: EtOAc, 1:1), yielding pure compound 6a (201 mg, 95.3%). The reactants are BrC=1C=CC=2C3=C(NC2C1)C(=NC(=N3)N3CCNCC3)OCC (7-bromo-4-ethoxy-2-(piperazin-1-yl)-5H-pyrimido[5,4-b]indole), N1CCOCC1 (morpholine), CC(C)(C)[O-].[K+] (KOt-Bu), P(C(C)(C)C)(C(C)(C)C)C(C)(C)C (P(t-Bu)3). The reagents and catalysts are CC(=O)[O-].CC(=O)[O-].[Pd+2] (Pd(OAc)2). Run in C1(=CC=CC=C1)C (toluene). Product: C(C)OC1=NC(=NC2=C1NC=1C=C(C=CC21)N2CCOCC2)N2CCNCC2 (4-ethoxy-7-morpholino-2-(piperazin-1-yl)-5H-pyrimido[5,4-b]indole). RXN SMILES: Br[C:2]1[CH:3]=[CH:4][C:5]2[C:6]3[N:14]=[C:13]([N:15]4[CH2:20][CH2:19][NH:18][CH2:17][CH2:16]4)[N:12]=[C:11]([O:21][CH2:22][CH3:23])[C:7]=3[NH:8][C:9]=2[CH:10]=1.[NH:24]1[CH2:29][CH2:28][O:27][CH2:26][CH2:25]1.CC([O-])(C)C.[K+].P(C(C)(C)C)(C(C)(C)C)C(C)(C)C>C1(C)C=CC=CC=1.CC([O-])=O.CC([O-])=O.[Pd+2]>[CH2:22]([O:21][C:11]1[C:7]2[NH:8][C:9]3[CH:10]=[C:2]([N:24]4[CH2:29][CH2:28][O:27][CH2:26][CH2:25]4)[CH:3]=[CH:4][C:5]=3[C:6]=2[N:14]=[C:13]([N:15]2[CH2:20][CH2:19][NH:18][CH2:17][CH2:16]2)[N:12]=1)[CH3:23] |f:2.3,6.7.8|. Procedure details: 100 mg (0.27 mmol) 7-bromo-4-ethoxy-2-(piperazin-1-yl)-5H-pyrimido[5,4-b]indole (Example 4), 164 μl (1.86 mmol) morpholine, 179 mg (1.59 mmol) KOt-Bu, 1.2 mg (5.4 μmol) Pd(OAc)2 and 4.4 mg (21.6 μmol) P(t-Bu)3 were heated in 6 ml toluene in a microwave oven to 140° C. for 3 h. Then, the solvent was removed and the residue was purified by preparative HPLC (RP18). 8 mg (8%) of the title substance was obtained. ESI-MS [m/z]: 383 [M+H]+ The solvent is C(C)OCC (diethyl ether). Yields the product COC=1C=C2C(C(=CNC2=CC1)C(=O)OCC)=O (ethyl 6-methoxy-4-oxo-1,4-dihydro-quinoline-3-carboxylate). RXN SMILES: [CH3:1][O:2][C:3]1[CH:8]=[CH:7][C:6]([NH:9][CH:10]=[C:11]([C:17]([O:19]CC)=O)[C:12]([O:14][CH2:15][CH3:16])=[O:13])=[CH:5][CH:4]=1.C1(OC2C=CC=CC=2)C=CC=CC=1>C(OCC)C>[CH3:1][O:2][C:3]1[CH:4]=[C:5]2[C:6](=[CH:7][CH:8]=1)[NH:9][CH:10]=[C:11]([C:12]([O:14][CH2:15][CH3:16])=[O:13])[C:17]2=[O:19]. Procedure: Diethyl (4-methoxyphenylaminomethylene)malonate (5.18 g, 17.9 mmol) is added to phenyl ether (22 mL) preheated to 250° C. Heating is continued for 70 minutes. The reaction mixture is allowed to cool, diethyl ether is added, and the precipitate is collected, rinsed with diethyl ether and dried to afford 1.98 g of ethyl 6-methoxy-4-oxo-1,4-dihydro-quinoline-3-carboxylate. Run at time 70 minute. The yield is 44.7%. The reactants are COC1=CC=C(C=C1)NC=C(C(=O)OCC)C(=O)OCC (Diethyl (4-methoxyphenylaminomethylene)malonate), C1(=CC=CC=C1)OC1=CC=CC=C1 (phenyl ether). Yields the product NNc1ccc(I)cn1. RXN SMILES: [Cl:1][c:2]1[n:3][cH:4][c:5]([I:8])[cH:6][cH:7]1.[NH2:9][NH2:10].[cH:11]1[cH:12][cH:13][n:14][cH:15][cH:16]1>>[c:2]1([NH:9][NH2:10])[n:3][cH:4][c:5]([I:8])[cH:6][cH:7]1. Starting materials: Clc1ccc(I)cn1, NN, c1ccncc1. Reactants: C(C)OC(=O)COC(C(C)=C1CC(CCC1)(C)C)=O (2-(3,3-dimethylcyclohexylidene)propionic acid ethoxycarbonylmethyl ester). The reagents and catalysts are [Pd] (Pd). The solvent is CCOC(=O)C (EtOAc). Run at time 1 day. Product: C(C)OC(=O)COC(C(C)C1CC(CCC1)(C)C)=O (2-(3,3-dimethylcyclohexyl)propionic acid ethoxycarbonylmethyl ester). The yield is 95.2%. Reaction SMILES: [CH2:1]([O:3][C:4]([CH2:6][O:7][C:8](=[O:19])[C:9](=[C:11]1[CH2:16][CH2:15][CH2:14][C:13]([CH3:18])([CH3:17])[CH2:12]1)[CH3:10])=[O:5])[CH3:2]>CCOC(C)=O.[Pd]>[CH2:1]([O:3][C:4]([CH2:6][O:7][C:8](=[O:19])[CH:9]([CH:11]1[CH2:16][CH2:15][CH2:14][C:13]([CH3:17])([CH3:18])[CH2:12]1)[CH3:10])=[O:5])[CH3:2]. Reported procedure: A solution of triethyl 2-phosphonopropionate (79.8 g, 335 mmol) in 1,2-dimethoxy-ethane (70 ml) was added dropwise within 30 min to a stirred suspension of 95% NaH (7.54 g, 300 mmol) in 1,2-dimethoxyethane (350 ml). The reaction mixture was heated to reflux, and 3,3-dimethylcyclohexanone (63.0 g, 500 mmol) was added during a period of 5 min. After refluxing for 15 h, the reaction mixture was poured onto crushed ice (600 g), acidified to pH 5 by addition of AcOH (ca. 18 ml, 315 mmol), and extract...